Dataset: the Open Reaction Database (ORD), a public repository of structured organic reaction records. Task: describe an organic reaction: reactants, conditions, products, and yield Starting materials: CCOC(C)=O, CCCCCCCNC(=O)N(C)c1cccc(-c2ccc(C=CC(=O)OCC)cc2)c1, CO, CCCCCCC, CC(=O)O, [Na+], C1CCOC1, [OH-], O. Product: CCCCCCCNC(=O)N(C)c1cccc(-c2ccc(C=CC(=O)O)cc2)c1. Reaction SMILES: [C:42]([O:43][CH2:44][CH3:45])(=[O:46])[CH3:47].[CH2:3]([CH2:4][CH2:5][CH2:6][CH2:7][CH2:8][CH3:9])[NH:10][C:11]([N:12]([CH3:13])[c:14]1[cH:15][c:16](-[c:20]2[cH:21][cH:22][c:23]([CH:26]=[CH:27][C:28](=[O:29])[O:30][CH2:31][CH3:32])[cH:24][cH:25]2)[cH:17][cH:18][cH:19]1)=[O:33].[CH3:34][OH:35].[CH3:48][CH2:49][CH2:50][CH2:51][CH2:52][CH2:53][CH3:54].[CH3:55][C:56](=[O:57])[OH:58].[Na+:2].[O:36]1[CH2:37][CH2:38][CH2:39][CH2:40]1.[OH-:1].[OH2:41]>>[CH2:3]([CH2:4][CH2:5][CH2:6][CH2:7][CH2:8][CH3:9])[NH:10][C:11]([N:12]([CH3:13])[c:14]1[cH:15][c:16](-[c:20]2[cH:21][cH:22][c:23]([CH:26]=[CH:27][C:28](=[O:29])[OH:30])[cH:24][cH:25]2)[cH:17][cH:18][cH:19]1)=[O:33]. The reactants are CN(C(=S)Cl)C (N,N-dimethylthiocarbamoyl chloride), CCCCCCCC (octane), BrC=1C=C(C=C(C1O)Br)CC(=O)OCC (ethyl 3,5-dibromo-4-hydroxyphenylacetate), CCCCCC.C(C)(=O)OCC (hexane ethyl acetate). Run in CN(C)C=O (DMF). Conditions: temperature 70 celsius, time 1 hour. Product: BrC=1C=C(C=C(C1OC(N(C)C)=S)Br)CC(=O)OCC (ethyl 3,5-dibromo-4-(N,N-dimethylthiocarbamoyloxy)phenylacetate). Isolated yield 61.7%. Reaction SMILES: [Br:1][C:2]1[CH:3]=[C:4]([CH2:10][C:11]([O:13][CH2:14][CH3:15])=[O:12])[CH:5]=[C:6]([Br:9])[C:7]=1[OH:8].[CH3:16][N:17]([CH3:21])[C:18](Cl)=[S:19].CCCCCCCC.CCCCCC.C(OCC)(=O)C>CN(C=O)C>[Br:1][C:2]1[CH:3]=[C:4]([CH2:10][C:11]([O:13][CH2:14][CH3:15])=[O:12])[CH:5]=[C:6]([Br:9])[C:7]=1[O:8][C:18](=[S:19])[N:17]([CH3:21])[CH3:16] |f:3.4|. Reported procedure: Following the procedure of Newman and Karnes, J. Org. Chem. 31, 3980 (1966), a mixture of ethyl 3,5-dibromo-4-hydroxyphenylacetate (20 g, 0.06 mol), from Preparation B, N,N-dimethylthiocarbamoyl chloride (10.9 g, 0.088 mol), and 1,4-diazabicyclo[2 2.2]octane (Dabco™) (13.4 g, 0.12 mol) in 250 mL DMF was heated, with stirring, at 70° C. for one hour. The reaction mixture was cooled and the precipitate (Dabco-HCl salt) removed by filtration and washed well with ethyl acetate. The filtrate was conc... Reactants: CN(C)C(C)(Cc1ccc(Cl)c(Cl)c1)C(=O)O, [H-]. The product is CN(C)C(C)(CO)Cc1ccc(Cl)c(Cl)c1. RXN SMILES: [Cl:1][c:2]1[cH:3][c:4]([CH2:9][C:10]([C:11](=[O:12])[OH:13])([CH3:14])[N:15]([CH3:16])[CH3:17])[cH:5][cH:6][c:7]1[Cl:8].[H-:18]>>[Cl:1][c:2]1[cH:3][c:4]([CH2:9][C:10]([CH2:11][OH:12])([CH3:14])[N:15]([CH3:16])[CH3:17])[cH:5][cH:6][c:7]1[Cl:8]. The reactants are CC(O)C1C=CCCCCC1, ClCCl. Yields the product CC(=O)C1C=CCCCCC1. RXN SMILES: [CH:1]1([CH:9]([CH3:10])[OH:11])[CH:2]=[CH:3][CH2:4][CH2:5][CH2:6][CH2:7][CH2:8]1.[Cl:12][CH2:13][Cl:14]>>[CH:1]1([C:9]([CH3:10])=[O:11])[CH:2]=[CH:3][CH2:4][CH2:5][CH2:6][CH2:7][CH2:8]1. The reactants are CCO, CNc1ccc(OC)cc1[N+](=O)[O-], [H][H]. The product is CNc1ccc(OC)cc1N. Reaction SMILES: [CH3:16][CH2:17][OH:18].[CH3:1][NH:2][c:3]1[c:4]([N+:11]([O-:12])=[O:13])[cH:5][c:6]([O:9][CH3:10])[cH:7][cH:8]1.[H:14][H:15]>>[CH3:1][NH:2][c:3]1[c:4]([NH2:11])[cH:5][c:6]([O:9][CH3:10])[cH:7][cH:8]1. Reactants: O=C([O-])C(=O)[O-], CCCCCCCCCCCCCCCCCCCCCCO, [Cl-], [Na+], [Na+], [Na+], O=C([O-])[O-], O, O=C(O)c1ccccc1, OO. Yields the product CCCCCCCCCCCCCCCCCCCCCCOC(=O)c1ccccc1. As a reaction SMILES: [C:33]([O-:34])(=[O:35])[C:36]([O-:37])=[O:38].[CH2:1]([CH2:2][CH2:3][CH2:4][CH2:5][CH2:6][CH2:7][CH2:8][CH2:9][CH2:10][CH2:11][CH2:12][CH2:13][CH2:14][CH2:15][CH2:16][CH2:17][CH2:18][CH2:19][CH2:20][CH2:21][CH3:22])[OH:23].[Cl-:46].[Na+:39].[Na+:40].[Na+:45].[O-:41][C:42](=[O:43])[O-:44].[OH2:49].[OH:24][C:25](=[O:26])[c:27]1[cH:28][cH:29][cH:30][cH:31][cH:32]1.[OH:47][OH:48]>>[CH2:1]([CH2:2][CH2:3][CH2:4][CH2:5][CH2:6][CH2:7][CH2:8][CH2:9][CH2:10][CH2:11][CH2:12][CH2:13][CH2:14][CH2:15][CH2:16][CH2:17][CH2:18][CH2:19][CH2:20][CH2:21][CH3:22])[O:23][C:25](=[O:24])[c:27]1[cH:28][cH:29][cH:30][cH:31][cH:32]1. The reactants are (R, S)-1-phenylethanol, C(C)(=O)OC=C (vinyl acetate), CCCCCC (n-hexane). Conditions: temperature 25 celsius. Product: C1(=CC=CC=C1)[C@H](C)O ((S)-1-phenylethanol). The yield is 85.0%. Reaction SMILES: C([O:4][CH:5]=[CH2:6])(=O)C.[CH3:7][CH2:8][CH2:9][CH2:10][CH2:11][CH3:12]>>[C:9]1([C@@H:5]([OH:4])[CH3:6])[CH:8]=[CH:7][CH:12]=[CH:11][CH:10]=1. Procedure: (R, S)-1-phenylethanol (0.276 gram, 2 mmol) and vinyl acetate (0.17 gram, 2 mmol) were dissolved in 10 ml of n-hexane dried in advance on Molecular Sieve 4A for one day. To the resulting solution was added 1 gram of PPL (porcine pancrea lipase: Product of Sigma), and the mixture was stirred at 25° C. and 150 r.p.m. to give (S)-1-phenylethanol in an optical purity of 90% with a theoretical yield of 85%.